This data is from the Open Reaction Database (ORD), a public repository of structured organic reaction records. The task is: describe an organic reaction: reactants, conditions, products, and yield The reactants are C(=O)(O)[O-].[Na+] (NaHCO3), [N+](=O)([O-])C=1C=C(C=CC1)C(CN1C=NC2=CC=CC=C2C1=O)=O (3-[2-(3-nitrophenyl)-2-oxoethyl]-3H-quinazolin-4-one), CN(CCN)C (N,N-dimethyl-1,2-ethanediamine), C1(=CC=C(C=C1)S(=O)(=O)O)C (p-toluenesulfonic acid). Solvent: O (water), xylenes. Product: CN(CCN1C=NC=C1C1=CC(=CC=C1)[N+](=O)[O-])C (Dimethyl-{2-[5-(3-nitrophenyl)imidazol-1-yl]ethyl}amine). Reaction SMILES: [N+:1]([C:4]1[CH:5]=[C:6]([C:10](=O)[CH2:11][N:12]2C(=O)[C:20]3[C:15](=CC=CC=3)[N:14]=[CH:13]2)[CH:7]=[CH:8][CH:9]=1)([O-:3])=[O:2].[CH3:24][N:25](C)[CH2:26]CN.C1(C)C=CC(S(O)(=O)=O)=CC=1.C([O-])(O)=O.[Na+]>O>[CH3:24][N:25]([CH3:26])[CH2:20][CH2:15][N:14]1[C:10]([C:6]2[CH:7]=[CH:8][CH:9]=[C:4]([N+:1]([O-:3])=[O:2])[CH:5]=2)=[CH:11][N:12]=[CH:13]1 |f:3.4|. Reported procedure: A stirred mixture of 3-[2-(3-nitrophenyl)-2-oxoethyl]-3H-quinazolin-4-one (2.00 g, 6.47 mmol), N,N-dimethyl-1,2-ethanediamine (2.28 g, 25.9 mmol), and p-toluenesulfonic acid (2.23 g, 12.9 mmol) in xylenes (150 mL) was refluxed for 48 h. After cooling to rt, water (20 mL) and sat. NaHCO3 (aq) (15 mL) were added. Layers were separated, and the aqueous phase was extracted with EtOAc (3×50 mL). The combined organic phases were dried over MgSO4, filtered, concentrated, and purified by silica gel chro... Starting materials: CS(C)=O, Cl, Nc1nc(Sc2ccc3ccccc3c2)nc2c1nc(Br)n2Cc1ccccc1, N. The product is Nc1nc(Sc2ccc3ccccc3c2)nc2c1nc(O)n2Cc1ccccc1. As a reaction SMILES: [CH3:32][S:33]([CH3:34])=[O:35].[ClH:30].[NH2:1][c:2]1[c:3]2[n:4][c:5]([Br:29])[n:6]([CH2:22][c:23]3[cH:24][cH:25][cH:26][cH:27][cH:28]3)[c:7]2[n:8][c:9]([S:11][c:12]2[cH:13][c:14]3[cH:15][cH:16][cH:17][cH:18][c:19]3[cH:20][cH:21]2)[n:10]1.[NH3:31]>>[NH2:1][c:2]1[c:3]2[n:4][c:5]([OH:35])[n:6]([CH2:22][c:23]3[cH:24][cH:25][cH:26][cH:27][cH:28]3)[c:7]2[n:8][c:9]([S:11][c:12]2[cH:13][c:14]3[cH:15][cH:16][cH:17][cH:18][c:19]3[cH:20][cH:21]2)[n:10]1.